Task: describe an organic reaction: reactants, conditions, products, and yield. Dataset: the Open Reaction Database (ORD), a public repository of structured organic reaction records Reported procedure: The ester from Step 2 (0.51 g 1.5 mmol) was dissolved in THF (5 mL) and ethanol (5 mL), treated with 2.5N sodium hydroxide (1.2 mL, 3.0 mmol), and stirred at room temperature for 1.5 hours. The reaction mixture was concentrated in vacuo, acidified with 3N HCl, extracted with ethyl acetate, washed with water, brine, dried over MgSO4, concentrated in vacuo, and recrystallized from diethyl ether/hexane to give a white powder (0.10 g, 21%): mp 238.1–239.7° C. 1H NMR (acetone-d6/300 MHz) 7.97 (s, 1H)... The product is ClC=1C=C(C2=C(C=C(C(O2)C(F)(F)F)C(=O)O)C1)C#N (6-chloro-8-cyano-2-(trifluoromethyl)-2H-1-benzopyran-3-carboxylic acid). The yield is 22.0%. Run at time 1.5 hour. The reactants are ClC=1C=C(C2=C(C=C(C(O2)C(F)(F)F)C(=O)OCC)C1)C#N (ethyl 6-chloro-8-cyano-2-trifluoromethyl-2H-1-benzopyran-3-carboxylate), [OH-].[Na+] (sodium hydroxide). Run in C1CCOC1 (THF), C(C)O (ethanol). RXN SMILES: [Cl:1][C:2]1[CH:3]=[C:4]([C:21]#[N:22])[C:5]2[O:10][CH:9]([C:11]([F:14])([F:13])[F:12])[C:8]([C:15]([O:17]CC)=[O:16])=[CH:7][C:6]=2[CH:20]=1.[OH-].[Na+]>C1COCC1.C(O)C>[Cl:1][C:2]1[CH:3]=[C:4]([C:21]#[N:22])[C:5]2[O:10][CH:9]([C:11]([F:14])([F:13])[F:12])[C:8]([C:15]([OH:17])=[O:16])=[CH:7][C:6]=2[CH:20]=1 |f:1.2|. Starting materials: ClC1=CC=C(C=C1)OC (4-chloroanisole), C=1(C(=CC=CC1)Cl)C (ortho-tolyl chloride), [Cl-].[Al+3].[Cl-].[Cl-] (aluminum chloride), ClC=1C=CC(C(C(=O)C2=CC=CC=C2)C1)(C)O (5-Chloro-2-hydroxy-2-methylbenzophenone), C(CC(=O)OCC)(=O)OCC (diethyl malonate), N12CCCCCC2=NCCC1 (1,8diazabicyclo[5.4.0]undec-7-ene). Run in ClC(C(Cl)Cl)Cl (1,1,2,2,-tetrachloroethane). Yields the product C(C)OC(=O)C=1C(OC2=C(C1C1=C(C=CC=C1)C)C=C(C=C2)Cl)=O (6-chloro-4-(2-methylphenyl)-2-oxo-2H-1-benzopyran-3-carboxylic acid ethyl ester). Reaction SMILES: [Cl:1][C:2]1[CH:3]=[CH:4][C:5]([OH:17])(C)[CH:6]([CH:15]=1)[C:7]([C:9]1[CH:14]=[CH:13][CH:12]=[CH:11][CH:10]=1)=O.Cl[C:19]1C=CC(OC)=CC=1.C1(C)C(Cl)=CC=CC=1.[Cl-].[Al+3].[Cl-].[Cl-].[C:39](OCC)(=[O:46])[CH2:40][C:41]([O:43][CH2:44][CH3:45])=[O:42].N12CCCN=C1CCCCC2>ClC(Cl)C(Cl)Cl>[CH2:44]([O:43][C:41]([C:40]1[C:39](=[O:46])[O:17][C:5]2[CH:4]=[CH:3][C:2]([Cl:1])=[CH:15][C:6]=2[C:7]=1[C:9]1[CH:10]=[CH:11][CH:12]=[CH:13][C:14]=1[CH3:19])=[O:42])[CH3:45] |f:3.4.5.6|. Procedure: A mixture of 5-Chloro-2-hydroxy-2-methylbenzophenone [prepared by reaction of 4-chloroanisole with ortho-tolyl chloride in 1,1,2,2,-tetrachloroethane in the presence of aluminum chloride (150° C., 7 hours): melting point 65°-66° C.] (71.9 g), diethyl malonate (70 ml) and 1,8diazabicyclo[5.4.0]undec-7-ene (4 ml) was stirred at 170° C. for 6 hours. The reaction mixture was purified by silica gel column chromatography (hexane) to yield 6-chloro-4-(2-methylphenyl)-2-oxo-2H-1-benzopyran-3-carboxylic ... The product is CCCCCCCCC=CCCCCCCCC(=O)NCC(O)CO. Reaction SMILES: [C:1]1(=[O:2])[NH:3][C:4](=[O:5])[CH2:6][CH2:7]1.[C:8]([CH2:9][CH2:10][CH2:11][CH2:12][CH2:13][CH2:14][CH2:15][CH:16]=[CH:17][CH2:18][CH2:19][CH2:20][CH2:21][CH2:22][CH2:23][CH2:24][CH3:25])(=[O:26])[OH:27].[CH3:34][C:35]#[N:36].[NH2:28][CH2:29][CH:30]([CH2:31][OH:32])[OH:33].[OH2:37]>>[C:8]([CH2:9][CH2:10][CH2:11][CH2:12][CH2:13][CH2:14][CH2:15][CH:16]=[CH:17][CH2:18][CH2:19][CH2:20][CH2:21][CH2:22][CH2:23][CH2:24][CH3:25])(=[O:27])[NH:28][CH2:29][CH:30]([CH2:31][OH:32])[OH:33]. Starting materials: O=C1CCC(=O)N1, CCCCCCCCC=CCCCCCCCC(=O)O, CC#N, NCC(O)CO, O. The reactants are COC1=CC=C(C=C1)N (p-anisidine), C1(=CC=C(C=C1)S(=O)(=O)O)C (p-toluenesulphonic acid), N (ammonia), C1(=CC=CC=C1)CN1N=C(CC1)N (4,5-dihydro-1-phenylmethyl-1H-pyrazol-3-amine). The product is COC1=CC=C(C=C1)NC1=NN(CC1)CC1=CC=CC=C1 (4,5-Dihydro-N-(4-methoxyphenyl)-1-phenylmethyl-1H-pyrazol-3-amine). As a reaction SMILES: [C:1]1([CH2:7][N:8]2[CH2:12][CH2:11][C:10]([NH2:13])=[N:9]2)[CH:6]=[CH:5][CH:4]=[CH:3][CH:2]=1.[CH3:14][O:15][C:16]1[CH:21]=[CH:20][C:19](N)=[CH:18][CH:17]=1.C1(C)C=CC(S(O)(=O)=O)=CC=1.N>>[CH3:14][O:15][C:16]1[CH:21]=[CH:20][C:19]([NH:13][C:10]2[CH2:11][CH2:12][N:8]([CH2:7][C:1]3[CH:2]=[CH:3][CH:4]=[CH:5][CH:6]=3)[N:9]=2)=[CH:18][CH:17]=1. Reported procedure: 4,5-dihydro-1-phenylmethyl-1H-pyrazol-3-amine (24 g) (prepared by the method of H. Dorm, A. Otto, Chem Ber. 103 2505 (1970), p-anisidine (17.5 g) and p-toluenesulphonic acid (100 mg) was heated at 170° under dry nitrogen until evolution of ammonia ceased. The reaction mix was cooled, purified by chromatography on SiO2 eluting with ether:pentane 1:1 to give the sub-title compound as colourless cubes (13.3 g). Starting materials: O1C(=NC2=C1C=CC=C2)CCNS(=O)(=O)C2=CC=C(C=C2)CCCCC (N-(2-Benzooxazol-2-yl-ethyl)-4-pentyl-benzenesulfonamide), NC=1C=C(C(=O)O)C=CC1O (3-amino-4-hydroxybenzoic acid). Yields the product C(CCCC)C1=CC=C(C=C1)S(=O)(=O)NCCC=1OC2=C(N1)C=C(C=C2)C(=O)O (2-(2-(4-pentylphenylsulfonamido)ethyl)benzo[d]oxazole-5-carboxylic acid). RXN SMILES: [O:1]1[C:5]2[CH:6]=[CH:7][CH:8]=[CH:9][C:4]=2[N:3]=[C:2]1[CH2:10][CH2:11][NH:12][S:13]([C:16]1[CH:21]=[CH:20][C:19]([CH2:22][CH2:23][CH2:24][CH2:25][CH3:26])=[CH:18][CH:17]=1)(=[O:15])=[O:14].NC1C=C(C=CC=1O)[C:31]([OH:33])=[O:32]>>[CH2:22]([C:19]1[CH:18]=[CH:17][C:16]([S:13]([NH:12][CH2:11][CH2:10][C:2]2[O:1][C:5]3[CH:6]=[CH:7][C:8]([C:31]([OH:33])=[O:32])=[CH:9][C:4]=3[N:3]=2)(=[O:14])=[O:15])=[CH:21][CH:20]=1)[CH2:23][CH2:24][CH2:25][CH3:26]. Procedure: The title compound of Step 1 was prepared following the procedure described above for the preparation of the product of Step 3 of Example 1, substituting 3-amino-4-hydroxybenzoic acid in place of o-aminophenol. MS m/e 417; HPLC retention time 3.50 min.